Dataset: the Open Reaction Database (ORD), a public repository of structured organic reaction records. Task: describe an organic reaction: reactants, conditions, products, and yield Reactants: O (H2O), OC(CC)(C=1SC=CN1)C=1C=C(C=CC1)O[Si](C)(C)C(C)(C)C (3-[1-Hydroxy-1-(thiazol-2-yl)propyl]-(O-tert-butyldimethylsilyl)phenol), [N+](CCCC)(CCCC)(CCCC)CCCC.[F-] (n-Bu4NF). The solvent is C1CCOC1 (THF), C1CCOC1 (THF). Run at time 30 minute. Yields the product OC(CC)(C=1SC=CN1)C=1C=C(C=CC1)O (3-[1-Hydroxy-1-(thiazol-2-yl)propyl]phenol). Isolated yield 69.0%. RXN SMILES: [OH:1][C:2]([C:10]1[CH:11]=[C:12]([O:16][Si](C(C)(C)C)(C)C)[CH:13]=[CH:14][CH:15]=1)([C:5]1[S:6][CH:7]=[CH:8][N:9]=1)[CH2:3][CH3:4].[N+](CCCC)(CCCC)(CCCC)CCCC.[F-].O>C1COCC1>[OH:1][C:2]([C:10]1[CH:11]=[C:12]([OH:16])[CH:13]=[CH:14][CH:15]=1)([C:5]1[S:6][CH:7]=[CH:8][N:9]=1)[CH2:3][CH3:4] |f:1.2|. Reported procedure: To a solution of compound from Step 2 (5.57 g, 15.96 mmol) in THF (40 mL) there was added n-Bu4NF 1M in THF (18 mL); the mixture was stirred at r.t. for 30 min., then H2O (10 mL) was added. The mixture was concentrated to a small volume, the residue extracted with EtOAc, the extract washed twice with brine, dried and evaporated to a residue which was chromatographed on silica gel, eluting with a 1:1 mixture of EtOAc and hexane, to afford the title product as a white solid (2.59 g) m.p. 145°-146°...